This data is from the Open Reaction Database (ORD), a public repository of structured organic reaction records. The task is: describe an organic reaction: reactants, conditions, products, and yield Reactants: CCCCN, O=C1OC(=O)c2ccccc21, O. Product: CCCCN1C(=O)c2ccccc2C1=O. Reaction SMILES: [CH2:12]([CH2:13][CH2:14][CH3:15])[NH2:16].[O:1]=[C:2]1[O:3][C:4](=[O:5])[c:6]2[cH:7][cH:8][cH:9][cH:10][c:11]21.[OH2:17]>>[C:2]1(=[O:3])[c:11]2[c:6]([cH:7][cH:8][cH:9][cH:10]2)[C:4](=[O:5])[N:16]1[CH2:12][CH2:13][CH2:14][CH3:15]. Reactants: CC(C)=CCc1ccc(C(C)O)cc1, O=S(Cl)Cl, c1ccncc1, c1ccccc1. Yields the product CC(C)=CCc1ccc(C(C)Cl)cc1. Reaction SMILES: [CH2:1]([CH:2]=[C:3]([CH3:4])[CH3:5])[c:6]1[cH:7][cH:8][c:9]([CH:12]([CH3:13])[OH:14])[cH:10][cH:11]1.[S:21]([Cl:22])([Cl:23])=[O:24].[cH:15]1[cH:16][cH:17][n:18][cH:19][cH:20]1.[cH:25]1[cH:26][cH:27][cH:28][cH:29][cH:30]1>>[CH2:1]([CH:2]=[C:3]([CH3:4])[CH3:5])[c:6]1[cH:7][cH:8][c:9]([CH:12]([CH3:13])[Cl:23])[cH:10][cH:11]1. The reactants are ClC=1C=C(C=CC1)S(=O)(=O)N1CCC2=C(C=C(C=C12)C(=O)NC1=CC=C(C(=O)O)C=C1)OC (4-{[1-(3-Chloro-benzenesulfonyl)-4-methoxy-2,3-dihydro-1H-indole-6-carbonyl]-amino}-benzoic acid), C(C)OC(C1=CC=C(C=C1)N)=O (4-amino-benzoic acid ethyl ester). The product is C(C)OC(C1=CC=C(C=C1)NC(=O)C1=CC(=C2CCNC2=C1)OC)=O (4-[(4-methoxy-2,3-dihydro-1H-indole-6-carbonyl)-amino]-benzoic acid ethyl ester). As a reaction SMILES: ClC1C=C(S([N:11]2[C:19]3[C:14](=[C:15]([O:32][CH3:33])[CH:16]=[C:17]([C:20]([NH:22][C:23]4[CH:31]=[CH:30][C:26]([C:27]([OH:29])=[O:28])=[CH:25][CH:24]=4)=[O:21])[CH:18]=3)[CH2:13][CH2:12]2)(=O)=O)C=CC=1.[CH2:34](OC(=O)C1C=CC(N)=CC=1)[CH3:35]>>[CH2:34]([O:29][C:27](=[O:28])[C:26]1[CH:25]=[CH:24][C:23]([NH:22][C:20]([C:17]2[CH:18]=[C:19]3[C:14]([CH2:13][CH2:12][NH:11]3)=[C:15]([O:32][CH3:33])[CH:16]=2)=[O:21])=[CH:31][CH:30]=1)[CH3:35]. Procedure: 4-{[1-(3-Chloro-benzenesulfonyl)-4-methoxy-2,3-dihydro-1H-indole-6-carbonyl]-amino}-benzoic acid, m/z (ES+): 487.29 (M+H+.), was prepared in analogy to example 14, steps 1 to 6. Step 4 was performed using 4-amino-benzoic acid ethyl ester, yielding 4-[(4-methoxy-2,3-dihydro-1H-indole-6-carbonyl)-amino]-benzoic acid ethyl ester. This was reacted with 3-chloro-benzenesulfonyl chloride in step 5, yielding 4-{[1-(3-chloro-benzenesulfonyl)-4-methoxy-2,3-dihydro-1H-indole-6-carbonyl]-amino}-benzoic aci... Reactants: C([O-])([O-])=O.[K+].[K+] (potassium carbonate), COC(\C=C\C1=C(C=CC=C1)OCCCCCOS(=O)(=O)C)=O ((E)-3-[2-[[5-[(methylsulfonyl)oxy]pentyl]oxy]phenyl]-2-propenoic acid methyl ester), O=C1C=2C=CC(=C(C2CCC1)O)CC=C (5-oxo-2-(2-propenyl)-5,6,7,8-tetrahydro-1-naphthalenol), C([O-])([O-])=O.[K+].[K+] (potassium carbonate), COCCOCCN(CCOCCOC)CCOCCOC (TDA-1). The solvent is CCOCC (ether), C1(=CC=CC=C1)C (toluene). Yields the product COC(\C=C\C1=C(C=CC=C1)OCCCCCOC1=C(C=CC=2C(CCCC12)=O)CC=C)=O ((E)-3-[2-[5-[(5-oxo-2-(2-propenyl)-5,6,7,8-tetrahydro-1-naphthalenyl)oxy]pentyloxy]phenyl]-2-propenoic acid methyl ester). The yield is 95.9%. As a reaction SMILES: [CH3:1][O:2][C:3](=[O:23])/[CH:4]=[CH:5]/[C:6]1[CH:11]=[CH:10][CH:9]=[CH:8][C:7]=1[O:12][CH2:13][CH2:14][CH2:15][CH2:16][CH2:17][O:18]S(C)(=O)=O.[O:24]=[C:25]1[CH2:34][CH2:33][CH2:32][C:31]2[C:30](O)=[C:29]([CH2:36][CH:37]=[CH2:38])[CH:28]=[CH:27][C:26]1=2.C(=O)([O-])[O-].[K+].[K+].COCCOCCN(CCOCCOC)CCOCCOC>CCOCC.C1(C)C=CC=CC=1>[CH3:1][O:2][C:3](=[O:23])/[CH:4]=[CH:5]/[C:6]1[CH:11]=[CH:10][CH:9]=[CH:8][C:7]=1[O:12][CH2:13][CH2:14][CH2:15][CH2:16][CH2:17][O:18][C:30]1[C:31]2[CH2:32][CH2:33][CH2:34][C:25](=[O:24])[C:26]=2[CH:27]=[CH:28][C:29]=1[CH2:36][CH:37]=[CH2:38] |f:2.3.4|. Reported procedure: A mixture of 1.37 g (4 mmol) of (E)-3-[2-[[5-[(methylsulfonyl)oxy]pentyl]oxy]phenyl]-2-propenoic acid methyl ester from example 76, 0.81 g (4 mmol) of 5-oxo-2-(2-propenyl)-5,6,7,8-tetrahydro-1-naphthalenol, 0.8 g (5.8 mmol) of anhydrous, granular potassium carbonate, 0.08 mL of TDA-1, and 25 mL of toluene was stirred under reflux for 5.5 hr and at room temperature for 12 hr. After being treated with 0.3 g of additional potassium carbonate, the mixture was stirred and refluxed for a further 24 hr...